Dataset: the Open Reaction Database (ORD), a public repository of structured organic reaction records. Task: describe an organic reaction: reactants, conditions, products, and yield RXN SMILES: [ClH:18].[N:1]([O-:2])=[O:3].[NH2:5][c:6]1[c:7]([Cl:17])[c:8]([Cl:16])[cH:9][c:10]([C:12]([F:13])([F:14])[F:15])[cH:11]1.[Na+:4].[OH2:19]>>[c:6]1([Cl:18])[c:7]([Cl:17])[c:8]([Cl:16])[cH:9][c:10]([C:12]([F:13])([F:14])[F:15])[cH:11]1. Reactants: Cl, O=N[O-], Nc1cc(C(F)(F)F)cc(Cl)c1Cl, [Na+], O. Product: FC(F)(F)c1cc(Cl)c(Cl)c(Cl)c1. The reactants are FC1=CC=C(C(=C1C(=O)O)I)C (6-fluoro-2-iodo-3-methylbenzoic acid), N1N=NC=C1 (1,2,3-triazole), CN[C@@H]1[C@H](CCCC1)NC ((1S,2S)—N1,N2-dimethylcyclohexane-1,2-diamine), C(=O)([O-])[O-].[Cs+].[Cs+] (Cs2CO3). Reagents/catalysts: [Cu]I (CuI). Run in CN(C)C=O (DMF). Run at temperature 120 celsius. Yields the product FC1=CC=C(C(=C1C(=O)O)N1N=CC=N1)C (6-Fluoro-3-methyl-2-(2H-1,2,3-triazol-2-yl)benzoic acid). As a reaction SMILES: [F:1][C:2]1[C:7]([C:8]([OH:10])=[O:9])=[C:6](I)[C:5]([CH3:12])=[CH:4][CH:3]=1.[NH:13]1[CH:17]=[CH:16][N:15]=[N:14]1.CN[C@H]1CCCC[C@@H]1NC.C([O-])([O-])=O.[Cs+].[Cs+]>CN(C=O)C.[Cu]I>[F:1][C:2]1[C:7]([C:8]([OH:10])=[O:9])=[C:6]([N:14]2[N:15]=[CH:16][CH:17]=[N:13]2)[C:5]([CH3:12])=[CH:4][CH:3]=1 |f:3.4.5|. Reported procedure: A mixture of 6-fluoro-2-iodo-3-methylbenzoic acid (900 mg, 3.21 mmol), 1,2,3-triazole (208 μl, 4.82 mmol), (1S,2S)—N1,N2-dimethylcyclohexane-1,2-diamine (103 μl, 642 μmol), Cs2CO3 (1.57 g, 4.82 mmol) and CuI (61 mg, 321 μmol) in DMF (5 mL) was degassed and heated at 120° C. for 1 h in a microwave reactor. The reaction was cooled to rt, diluted with MeOH, and acidified with AcOH to pH 4˜5. The solvent was removed in vacuo to obtain the crude which was purified by silica gel chromatography (40% Et... Product: CCOC(=O)CNc1ncc(Br)nc1NCC1CCOCC1. The reactants are CCOC(=O)CNc1ncc(Br)nc1Br, CS(C)=O, CO, CCN(C(C)C)C(C)C, NCC1CCOCC1. As a reaction SMILES: [Br:1][c:2]1[c:3]([NH:9][CH2:10][C:11](=[O:12])[O:13][CH2:14][CH3:15])[n:4][cH:5][c:6]([Br:8])[n:7]1.[CH3:33][S:34]([CH3:35])=[O:36].[CH3:37][OH:38].[CH:24]([N:25]([CH2:26][CH3:27])[CH:28]([CH3:29])[CH3:30])([CH3:31])[CH3:32].[O:16]1[CH2:17][CH2:18][CH:19]([CH2:22][NH2:23])[CH2:20][CH2:21]1>>[c:2]1([NH:23][CH2:22][CH:19]2[CH2:18][CH2:17][O:16][CH2:21][CH2:20]2)[c:3]([NH:9][CH2:10][C:11](=[O:12])[O:13][CH2:14][CH3:15])[n:4][cH:5][c:6]([Br:8])[n:7]1. The reactants are C(C)OC(=O)C1CCC(CC1)O[Si](C)(C)C(C)(C)C (4-(tert-Butyl-dimethyl-silanyloxy)-cyclohexanecarboxylic acid ethyl ester), O.[OH-].[Li+] (lithium hydroxide monohydrate). Run in O1CCCC1 (tetrahydrofuran), CO (methanol). Reaction conditions: temperature 60 celsius, time 8 hour. Product: C(C)(C)(C)[Si](OC1CCC(CC1)C(=O)O)(C)C (4-(tert-Butyl-dimethyl-silanyloxy)-cyclohexanecarboxylic acid). Yield: 75.7%. As a reaction SMILES: C([O:3][C:4]([CH:6]1[CH2:11][CH2:10][CH:9]([O:12][Si:13]([C:16]([CH3:19])([CH3:18])[CH3:17])([CH3:15])[CH3:14])[CH2:8][CH2:7]1)=[O:5])C.O.[OH-].[Li+]>O1CCCC1.CO>[C:16]([Si:13]([CH3:15])([CH3:14])[O:12][CH:9]1[CH2:10][CH2:11][CH:6]([C:4]([OH:5])=[O:3])[CH2:7][CH2:8]1)([CH3:19])([CH3:18])[CH3:17] |f:1.2.3|. Procedure details: To a solution of Example 45A (6.6 g, 23.0 mmol) in tetrahydrofuran (31 mL) and methanol (20 mL) was added lithium hydroxide monohydrate (1.93 g, 46.1 mmol). The resulting mixture was heated at 60° C. for 2 hours. The heat was removed and the reaction mixture was stirred at room temperature overnight. The solvents were removed in vacuo and the solution was neutralized with 1M HCl. Ethyl acetate (200 mL) was added and the layers were separated. The aqueous layer was further extracted with ethyl ac... Starting materials: CN(C)C, CN, CCO, Cl, CCNc1nc(Cl)cc(NS(=O)(=O)c2ccc(N)cc2)n1. The product is CCNc1nc(NC)cc(NS(=O)(=O)c2ccc(N)cc2)n1. As a reaction SMILES: [CH3:22][N:23]([CH3:24])[CH3:25].[CH3:27][NH2:28].[CH3:29][CH2:30][OH:31].[ClH:26].[NH2:1][c:2]1[cH:3][cH:4][c:5]([S:8](=[O:9])(=[O:10])[NH:11][c:12]2[n:13][c:14]([NH:19][CH2:20][CH3:21])[n:15][c:16]([Cl:18])[cH:17]2)[cH:6][cH:7]1>>[NH2:1][c:2]1[cH:3][cH:4][c:5]([S:8](=[O:9])(=[O:10])[NH:11][c:12]2[n:13][c:14]([NH:19][CH2:20][CH3:21])[n:15][c:16]([NH:23][CH3:22])[cH:17]2)[cH:6][cH:7]1. Reaction SMILES: [NH2:1][C:2]1[CH:7]=[C:6]([O:8][C:9]2[C:14]([F:15])=[CH:13][C:12]([NH:16][C:17]([C:19]3[C:20](=[O:35])[N:21]([C:28]4[CH:33]=[CH:32][C:31]([F:34])=[CH:30][CH:29]=4)[CH:22]=[CH:23][C:24]=3[O:25][CH2:26][CH3:27])=[O:18])=[C:11]([F:36])[CH:10]=2)[CH:5]=[CH:4][N:3]=1.Cl[C:38]([O:40][C:41]([CH3:43])=[CH2:42])=[O:39]>N1C=CC=CC=1>[CH2:26]([O:25][C:24]1[CH:23]=[CH:22][N:21]([C:28]2[CH:29]=[CH:30][C:31]([F:34])=[CH:32][CH:33]=2)[C:20](=[O:35])[C:19]=1[C:17]([NH:16][C:12]1[C:11]([F:36])=[CH:10][C:9]([O:8][C:6]2[CH:5]=[CH:4][N:3]=[C:2]([NH:1][C:38](=[O:39])[O:40][C:41]([CH3:43])=[CH2:42])[CH:7]=2)=[C:14]([F:15])[CH:13]=1)=[O:18])[CH3:27]. Procedure: N-(4-((2-Aminopyridin-4-yl)oxy)-2,5-difluorophenyl)-4-ethoxy-1-(4-fluorophenyl)-2-oxo-1,2-dihydropyridine-3-carboxamide (0.12 g, 0.24 mmol) was dissolved in pyridine (2 mL), treated with isopropenyl chloroformate (0.030 mL, 0.27 mmol), and stirred at RT overnight. The solution was concentrated to obtain crude prop-1-en-2-yl (4-(4-(4-ethoxy-1-(4-fluorophenyl)-2-oxo-1,2-dihydropyridine-3-carboxamido)-2,5-difluorophenoxy)pyridin-2-yl)carbamate which was used for the next reaction (assuming 100% yie... Run at time 8 hour. Reactants: NC1=NC=CC(=C1)OC1=CC(=C(C=C1F)NC(=O)C=1C(N(C=CC1OCC)C1=CC=C(C=C1)F)=O)F (N-(4-((2-Aminopyridin-4-yl)oxy)-2,5-difluorophenyl)-4-ethoxy-1-(4-fluorophenyl)-2-oxo-1,2-dihydropyridine-3-carboxamide), ClC(=O)OC(=C)C (isopropenyl chloroformate). Yield: 100.0%. Product: C(C)OC1=C(C(N(C=C1)C1=CC=C(C=C1)F)=O)C(=O)NC1=CC(=C(OC2=CC(=NC=C2)NC(OC(=C)C)=O)C=C1F)F (prop-1-en-2-yl (4-(4-(4-ethoxy-1-(4-fluorophenyl)-2-oxo-1,2-dihydropyridine-3-carboxamido)-2,5-difluorophenoxy)pyridin-2-yl)carbamate). Solvent: N1=CC=CC=C1 (pyridine). Starting materials: CCCCCBr, NC(=O)c1ccc(Oc2ccc3c(c2)CCCNC3)nc1, CCOC(C)=O, [K+], [K+], O=C([O-])[O-], CN(C)C=O. The product is CCCCCN1CCCc2cc(Oc3ccc(C(N)=O)cn3)ccc2C1. RXN SMILES: [Br:28][CH2:29][CH2:30][CH2:31][CH2:32][CH3:33].[CH2:1]1[NH:2][CH2:3][CH2:4][CH2:5][c:6]2[c:7]1[cH:8][cH:9][c:10]([O:12][c:13]1[n:14][cH:15][c:16]([C:17](=[O:18])[NH2:19])[cH:20][cH:21]1)[cH:11]2.[CH3:34][CH2:35][O:36][C:37](=[O:38])[CH3:39].[K+:22].[K+:23].[O-:24][C:25]([O-:26])=[O:27].[O:40]=[CH:41][N:42]([CH3:43])[CH3:44]>>[CH2:1]1[N:2]([CH2:29][CH2:30][CH2:31][CH2:32][CH3:33])[CH2:3][CH2:4][CH2:5][c:6]2[c:7]1[cH:8][cH:9][c:10]([O:12][c:13]1[n:14][cH:15][c:16]([C:17](=[O:18])[NH2:19])[cH:20][cH:21]1)[cH:11]2.